The task is: describe an organic reaction: reactants, conditions, products, and yield. This data is from the Open Reaction Database (ORD), a public repository of structured organic reaction records. As a reaction SMILES: [CH3:25][OH:26].[NH2:17][c:18]1[cH:19][cH:20][c:21]([NH2:22])[cH:23][cH:24]1.[OH:1][CH2:2][CH2:3][S:4](=[O:5])(=[O:6])[c:7]1[c:8]([Cl:16])[cH:9][cH:10][c:11]([N+:13](=[O:14])[O-:15])[cH:12]1>>[OH:1][CH2:2][CH2:3][S:4](=[O:5])(=[O:6])[c:7]1[c:8]([NH:17][c:18]2[cH:19][cH:20][c:21]([NH2:22])[cH:23][cH:24]2)[cH:9][cH:10][c:11]([N+:13](=[O:14])[O-:15])[cH:12]1. Product: Nc1ccc(Nc2ccc([N+](=O)[O-])cc2S(=O)(=O)CCO)cc1. The reactants are CO, Nc1ccc(N)cc1, O=[N+]([O-])c1ccc(Cl)c(S(=O)(=O)CCO)c1.